From a dataset of the Open Reaction Database (ORD), a public repository of structured organic reaction records. describe an organic reaction: reactants, conditions, products, and yield Starting materials: ClCCCl, O=CN(CC(CC1CCCC1)C(=O)O)OC1CCCCO1, CC1(N2CCCC2)CN(c2nc(Cl)nc(NN)c2F)C1, CN(C)C=O, On1nnc2cccnc21. Product: CC1(N2CCCC2)CN(c2nc(Cl)nc(NNC(=O)C(CC3CCCC3)CN(C=O)OC3CCCCO3)c2F)C1. RXN SMILES: [CH2:42]([Cl:43])[CH2:44][Cl:45].[CH:1]1([CH2:6][CH:7]([C:8](=[O:9])[OH:10])[CH2:11][N:12]([O:13][CH:14]2[O:15][CH2:16][CH2:17][CH2:18][CH2:19]2)[CH:20]=[O:21])[CH2:2][CH2:3][CH2:4][CH2:5]1.[Cl:22][c:23]1[n:24][c:25]([N:32]2[CH2:33][C:34]([N:36]3[CH2:37][CH2:38][CH2:39][CH2:40]3)([CH3:41])[CH2:35]2)[c:26]([F:31])[c:27]([NH:29][NH2:30])[n:28]1.[O:56]=[CH:57][N:58]([CH3:59])[CH3:60].[OH:46][n:47]1[c:48]2[n:49][cH:50][cH:51][cH:52][c:53]2[n:54][n:55]1>>[CH:1]1([CH2:6][CH:7]([C:8](=[O:10])[NH:30][NH:29][c:27]2[c:26]([F:31])[c:25]([N:32]3[CH2:33][C:34]([N:36]4[CH2:37][CH2:38][CH2:39][CH2:40]4)([CH3:41])[CH2:35]3)[n:24][c:23]([Cl:22])[n:28]2)[CH2:11][N:12]([O:13][CH:14]2[O:15][CH2:16][CH2:17][CH2:18][CH2:19]2)[CH:20]=[O:21])[CH2:2][CH2:3][CH2:4][CH2:5]1. Reactants: C12=CC=C(CC1)C2 (norbornadiene). Reagents/catalysts: [Co](Br)Br (cobalt bromide), catalyst. The product is C1C2[C@@H]3[C@H]2[C@@H]4C1[C@H]3[C@@H]5[C@H]6C7C6[C@H]4C5C7 (Binor-S). Yield: 68.0%. RXN SMILES: [C:1]12[CH2:7][C:4]([CH2:5][CH2:6]1)=[CH:3][CH:2]=2>[Co](Br)Br>[CH2:7]1[CH:4]2[C@H:3]3[C@H:7]4[CH:4]5[CH2:3][CH:2]6[CH:6]([C@@H:5]5[C@@H:5]2[C@H:6]2[CH:1]1[C@H:2]23)[C@@H:1]46. Procedure details: Diamantane was prepared from norbornadiene by a modified route based on the procedure given in Grund, T. M.; Thielecke, W.; v. R. Schleyer, P. Org. Syn. 53, 30. Anhydrous cobalt bromide was prepared in 80% yield from cobalt carbonate and HBr. Cobalt bromide was then reacted with triphenylphosphine in toluene to give bis(triphenylphosphine)cobalt bromide in 88% yield; 1.3 Kg of this catalyst was prepared in a single reaction. Reaction of norbornadiene with the cobalt catalyst gave the dimer, Bino... The reactants are [Al+3], CCOCC, CN1CCCC1CCn1ccc2cc(C#N)ccc21, [H-], [H-], [H-], [H-], [Li+]. Product: CN1CCCC1CCn1ccc2cc(CN)ccc21. As a reaction SMILES: [Al+3:2].[CH3:26][CH2:27][O:28][CH2:29][CH3:30].[CH3:7][N:8]1[CH:9]([CH2:13][CH2:14][n:15]2[cH:16][cH:17][c:18]3[cH:19][c:20]([C:24]#[N:25])[cH:21][cH:22][c:23]23)[CH2:10][CH2:11][CH2:12]1.[H-:1].[H-:4].[H-:5].[H-:6].[Li+:3]>>[CH3:7][N:8]1[CH:9]([CH2:13][CH2:14][n:15]2[cH:16][cH:17][c:18]3[cH:19][c:20]([CH2:24][NH2:25])[cH:21][cH:22][c:23]23)[CH2:10][CH2:11][CH2:12]1. The reactants are CNC(=O)C(Cc1ccccc1)N1CCC(CCc2ccccc2)(NC(=O)C(CCCCNC(=O)c2ccncc2)SCc2ccc(OC)cc2)C1=O, COc1ccccc1, CCCCCC, CCOCC, ClCCl. Product: CNC(=O)C(Cc1ccccc1)N1CCC(CCc2ccccc2)(NC(=O)C(S)CCCCNC(=O)c2ccncc2)C1=O. As a reaction SMILES: [CH3:1][O:2][c:3]1[cH:4][cH:5][c:6]([CH2:7][S:8][CH:9]([C:10](=[O:11])[NH:12][C:13]2([CH2:31][CH2:32][c:33]3[cH:34][cH:35][cH:36][cH:37][cH:38]3)[C:14](=[O:30])[N:15]([CH:18]([CH2:19][c:20]3[cH:21][cH:22][cH:23][cH:24][cH:25]3)[C:26]([NH:27][CH3:28])=[O:29])[CH2:16][CH2:17]2)[CH2:39][CH2:40][CH2:41][CH2:42][NH:43][C:44](=[O:45])[c:46]2[cH:47][cH:48][n:49][cH:50][cH:51]2)[cH:52][cH:53]1.[CH3:54][O:55][c:56]1[cH:57][cH:58][cH:59][cH:60][cH:61]1.[CH3:62][CH2:63][CH2:64][CH2:65][CH2:66][CH3:67].[CH3:68][CH2:69][O:70][CH2:71][CH3:72].[Cl:73][CH2:74][Cl:75]>>[SH:8][CH:9]([C:10](=[O:11])[NH:12][C:13]1([CH2:31][CH2:32][c:33]2[cH:34][cH:35][cH:36][cH:37][cH:38]2)[C:14](=[O:30])[N:15]([CH:18]([CH2:19][c:20]2[cH:21][cH:22][cH:23][cH:24][cH:25]2)[C:26]([NH:27][CH3:28])=[O:29])[CH2:16][CH2:17]1)[CH2:39][CH2:40][CH2:41][CH2:42][NH:43][C:44](=[O:45])[c:46]1[cH:47][cH:48][n:49][cH:50][cH:51]1.